Dataset: the Open Reaction Database (ORD), a public repository of structured organic reaction records. Task: describe an organic reaction: reactants, conditions, products, and yield Reactants: NC=1C=C2C(=C(C=NC2=CC1)C#N)NC1=CC(=C(C=C1)Br)Br (6-Amino-4-(3,4-dibromophenylamino)quinoline-3-carbonitrile), C(C=C)(=O)Cl (acryloyl chloride). Run in C1CCOC1 (THF). Conditions: temperature 25 celsius, time 8 hour. Product: C(#N)C=1C=NC2=CC=C(C=C2C1NC1=CC(=C(C=C1)Br)Br)NC(C=C)=O (N-[3-cyano-4-(3,4-dibromophenylamino)quinolin-6-yl]acrylamide). Yield: 72.1%. RXN SMILES: [NH2:1][C:2]1[CH:3]=[C:4]2[C:9](=[CH:10][CH:11]=1)[N:8]=[CH:7][C:6]([C:12]#[N:13])=[C:5]2[NH:14][C:15]1[CH:20]=[CH:19][C:18]([Br:21])=[C:17]([Br:22])[CH:16]=1.[C:23](Cl)(=[O:26])[CH:24]=[CH2:25]>C1COCC1>[C:12]([C:6]1[CH:7]=[N:8][C:9]2[C:4]([C:5]=1[NH:14][C:15]1[CH:20]=[CH:19][C:18]([Br:21])=[C:17]([Br:22])[CH:16]=1)=[CH:3][C:2]([NH:1][C:23](=[O:26])[CH:24]=[CH2:25])=[CH:11][CH:10]=2)#[N:13]. Reported procedure: 6-Amino-4-(3,4-dibromophenylamino)quinoline-3-carbonitrile (0.750 g. 1.79 mmol) in mL of THF was treated with 0.217 g (2.15 mmol) of EtN and 0.195 g (2.15 mmol) of acryloyl chloride at 0° C. under N2. After stirring overnight at 25° C., the solvent was evaporated and the residue was slurried with water and collected. The residue was boiled twice with EtOAc and then dried in vacuo (50° C.) to give 0.609 g of N-[3-cyano-4-(3,4-dibromophenylamino)quinolin-6-yl]acrylamide as a brown solid: mass spec... Run in FC(C(=O)O)(F)F (trifluoroacetic acid). Starting materials: O (water), FC1=CC(=C(C=C1)C)[N+](=O)[O-] (4-fluoro-2-nitrotoluene), C1CC(=O)N(C1=O)Br (NBS), S(O)(O)(=O)=O (sulfuric acid). Product: BrC1=C(C(=CC(=C1)F)[N+](=O)[O-])C (1-bromo-5-fluoro-2-methyl-3-nitrobenzene). As a reaction SMILES: [F:1][C:2]1[CH:7]=[CH:6][C:5]([CH3:8])=[C:4]([N+:9]([O-:11])=[O:10])[CH:3]=1.S(=O)(=O)(O)O.C1C(=O)N([Br:24])C(=O)C1.O>FC(F)(F)C(O)=O>[Br:24][C:6]1[CH:7]=[C:2]([F:1])[CH:3]=[C:4]([N+:9]([O-:11])=[O:10])[C:5]=1[CH3:8]. Conditions: time 16 hour. Isolated yield 99.5%. Reported procedure: To a solution of 4-fluoro-2-nitrotoluene (10.0 g, 64.4 mmol) in trifluoroacetic acid (40 mL) was added con. sulfuric acid (12.5 mL) followed by NBS (17.2 g, 96.6 mmol) and the reaction mixture was stirred at room temperature for 16 h. Then the reaction mixture was poured into ice and water and stirred for 15 min. Extracted with ethyl acetate and the organic layer was washed with brine, dried, concentrated to get compound 1-bromo-5-fluoro-2-methyl-3-nitrobenzene (15.0 g, 100%) as a yellow oil. 1H... Starting materials: C1COCCOCCOCCOCCO1, CCOC(=O)c1cc(-c2ccccc2)[nH]c1Cl, [H-], [Na+], C1CCOC1, O=S(=O)(Cl)c1ccccc1. The product is CCOC(=O)c1cc(-c2ccccc2)n(S(=O)(=O)c2ccccc2)c1Cl. As a reaction SMILES: [CH2:20]1[O:21][CH2:22][CH2:23][O:24][CH2:25][CH2:26][O:27][CH2:28][CH2:29][O:30][CH2:31][CH2:32][O:33][CH2:34]1.[Cl:1][c:2]1[nH:3][c:4](-[c:12]2[cH:13][cH:14][cH:15][cH:16][cH:17]2)[cH:5][c:6]1[C:7](=[O:8])[O:9][CH2:10][CH3:11].[H-:18].[Na+:19].[O:45]1[CH2:46][CH2:47][CH2:48][CH2:49]1.[c:35]1([S:41](=[O:42])(=[O:43])[Cl:44])[cH:36][cH:37][cH:38][cH:39][cH:40]1>>[Cl:1][c:2]1[n:3]([S:41]([c:35]2[cH:36][cH:37][cH:38][cH:39][cH:40]2)(=[O:42])=[O:43])[c:4](-[c:12]2[cH:13][cH:14][cH:15][cH:16][cH:17]2)[cH:5][c:6]1[C:7](=[O:8])[O:9][CH2:10][CH3:11]. Starting materials: C#CCCOCCCCCCBr, CCN(C(C)C)C(C)C, O=S(=O)(c1ccc(Br)cc1)C1CCCC1, I[Cu]I, CN(C)C=O. Yields the product O=S(=O)(c1ccc(C#CCCOCCCCCCBr)cc1)C1CCCC1. RXN SMILES: [Br:25][CH2:26][CH2:27][CH2:28][CH2:29][CH2:30][CH2:31][O:32][CH2:33][CH2:34][C:35]#[CH:36].[CH:16]([N:17]([CH2:18][CH3:19])[CH:20]([CH3:21])[CH3:22])([CH3:23])[CH3:24].[CH:1]1([S:6](=[O:7])(=[O:8])[c:9]2[cH:10][cH:11][c:12]([Br:15])[cH:13][cH:14]2)[CH2:2][CH2:3][CH2:4][CH2:5]1.[Cu:42]([I:43])[I:44].[O:37]=[CH:38][N:39]([CH3:40])[CH3:41]>>[CH:1]1([S:6](=[O:7])(=[O:8])[c:9]2[cH:10][cH:11][c:12]([C:36]#[C:35][CH2:34][CH2:33][O:32][CH2:31][CH2:30][CH2:29][CH2:28][CH2:27][CH2:26][Br:25])[cH:13][cH:14]2)[CH2:2][CH2:3][CH2:4][CH2:5]1.